This data is from the Open Reaction Database (ORD), a public repository of structured organic reaction records. The task is: describe an organic reaction: reactants, conditions, products, and yield The reactants are Brc1ccccc1, CCCCCC, CCOC(C)=O, NC(=O)c1ccccc1N. Product: NC(=O)c1ccccc1Nc1ccccc1. RXN SMILES: [Br:1][c:2]1[cH:3][cH:4][cH:5][cH:6][cH:7]1.[CH3:18][CH2:19][CH2:20][CH2:21][CH2:22][CH3:23].[CH3:24][CH2:25][O:26][C:27](=[O:28])[CH3:29].[NH2:8][c:9]1[c:10]([C:11](=[O:12])[NH2:13])[cH:14][cH:15][cH:16][cH:17]1>>[c:2]1([NH:8][c:9]2[c:10]([C:11](=[O:12])[NH2:13])[cH:14][cH:15][cH:16][cH:17]2)[cH:3][cH:4][cH:5][cH:6][cH:7]1. Starting materials: N(=[N+]=[N-])C=1SC=2CCOC3=C(C2N1)C=CC(=C3)Br (2-azido-8-bromo-4,5-dihydro-6-oxa-3-thia-1-aza-benzo[e]azulene), solution, C(C)[Mg]Br (ethylmagnesium bromide), C1(CC1)CC (cyclopropylethane). The solvent is C1CCOC1 (THF), C1CCOC1 (THF). Reaction conditions: temperature 50 celsius, time 2 hour. The product is BrC1=CC2=C(C=3N=C(SC3CCO2)N2N=NC=C2C2CC2)C=C1 (8-Bromo-2-(5-cyclopropyl-[1,2,3]-triazol-1-yl)-4,5-dihydro-6-oxa-3-thia-1-aza-benzo[e]azulene). The yield is 73.7%. Reaction SMILES: C([Mg]Br)C.[CH:5]1([CH2:8][CH3:9])[CH2:7][CH2:6]1.[N:10]([C:13]1[S:14][C:15]2[CH2:16][CH2:17][O:18][C:19]3[CH:26]=[C:25]([Br:27])[CH:24]=[CH:23][C:20]=3[C:21]=2[N:22]=1)=[N+:11]=[N-:12]>C1COCC1>[Br:27][C:25]1[CH:24]=[CH:23][C:20]2[C:21]3[N:22]=[C:13]([N:10]4[C:8]([CH:5]5[CH2:7][CH2:6]5)=[CH:9][N:12]=[N:11]4)[S:14][C:15]=3[CH2:16][CH2:17][O:18][C:19]=2[CH:26]=1. Procedure: To a 1M solution of ethylmagnesium bromide in THF (1.3 mL, 1.3 mmol) under a nitrogen atmosphere, was added dropwise cyclopropylethane (70% in toluene, 0.154 mL, 1.3 mmol). The reaction mixture was heated at 50° C. for 15 mins then allowed to cool down to RT. A solution of 2-azido-8-bromo-4,5-dihydro-6-oxa-3-thia-1-aza-benzo[e]azulene (425 mg, 1.3 mmol) in THF (1.5 mL) was then added dropwise. The reaction mixture was stirred at RT for 2 h, quenched with aqueous saturated ammonium chloride and d... Starting materials: N(=[N+]=[N-])CC1CN2C(CC2O1)=O ((3RS, 5SR)-3-azidomethyl-4-oxa-1-azabicyclo [3,2,0] heptan-7-one), [H][H] (hydrogen). Reagents/catalysts: [Pd] (palladium on activated carbon). Solvent: C(C)(=O)OCC (ethyl acetate). Product: NCC1CN2C(CC2O1)=O ((3RS, 5SR)-3-aminomethyl-4-oxa-1-azabicyclo [3,2,0] heptan-7-one). Reaction SMILES: [N:1]([CH2:4][CH:5]1[O:11][CH:10]2[N:7]([C:8](=[O:12])[CH2:9]2)[CH2:6]1)=[N+]=[N-].[H][H]>[Pd].C(OCC)(=O)C>[NH2:1][CH2:4][CH:5]1[O:11][CH:10]2[N:7]([C:8](=[O:12])[CH2:9]2)[CH2:6]1. Procedure details: (3RS, 5SR)-3-azidomethyl-4-oxa-1-azabicyclo [3,2,0] heptan-7-one (150 mg, 0.89 mmol) was hydrogenated with 100 mg of 10% palladium on activated carbon in 25 ml of ethyl acetate at 50 psi hydrogen pressure at room temperature for 1 hr. After removal of catalyst by filtration, (3RS, 5SR)-3-aminomethyl-4-oxa-1-azabicyclo [3,2,0] heptan-7-one in ethyl acetate was obtained. Solvent: CO (methanol). Starting materials: C(C)OC(CN1C(CC(C1)C1=CC=C(C=C1)Cl)=O)=O (2-[4-(p-chlorophenyl)-2-oxopyrrolidin-1-yl]-acetic acid ethyl ester), [OH-].[K+] (potassium hydroxide). RXN SMILES: C([O:3][C:4](=[O:19])[CH2:5][N:6]1[CH2:10][CH:9]([C:11]2[CH:16]=[CH:15][C:14]([Cl:17])=[CH:13][CH:12]=2)[CH2:8][C:7]1=[O:18])C.[OH-].[K+]>CO>[Cl:17][C:14]1[CH:13]=[CH:12][C:11]([CH:9]2[CH2:10][N:6]([CH2:5][C:4]([OH:19])=[O:3])[C:7](=[O:18])[CH2:8]2)=[CH:16][CH:15]=1 |f:1.2|. Procedure: 95.6 g (340 mmol) of 2-[4-(p-chlorophenyl)-2-oxopyrrolidin-1-yl]-acetic acid ethyl ester are dissolved in 440 ml of methanol; 22.5 g (40 mmol) of potassium hydroxide (80% strength) are added and the whole is heated under reflux for 16 hours. Concentration by evaporation is carried out under reduced pressure at 70°, 200 ml of hydrochloric acid are added and the whole is extracted by shaking with 800 ml of ethyl acetate. The organic phase is washed with saturated sodium chloride solution, concentr... Product: ClC1=CC=C(C=C1)C1CC(N(C1)CC(=O)O)=O (2-[4-(p-chlorophenyl)-2-oxopyrrolidin-1-yl]-acetic acid). Reactants: FC=1C=C(CN)C=CC1 (3-fluorobenzylamine), CCN(C(C)C)C(C)C (DIPEA), ClC(Cl)(OC(OC(Cl)(Cl)Cl)=O)Cl (triphosgene). Solvent: C(Cl)Cl (CH2Cl2), C(Cl)Cl (CH2Cl2). The product is FC=1C=C(CN=C=O)C=CC1 (3-fluorobenzyl isocyanate). Isolated yield 110.8%. Reaction SMILES: ClC(Cl)(O[C:5](=[O:11])OC(Cl)(Cl)Cl)Cl.[F:13][C:14]1[CH:15]=[C:16]([CH:19]=[CH:20][CH:21]=1)[CH2:17][NH2:18].CCN(C(C)C)C(C)C>C(Cl)Cl>[F:13][C:14]1[CH:15]=[C:16]([CH:19]=[CH:20][CH:21]=1)[CH2:17][N:18]=[C:5]=[O:11]. Reported procedure: To a solution of triphosgene (2.37 g, 8 mmol) in CH2Cl2 (48 mL) was added dropwise a mixture of 3-fluorobenzylamine (2.0 g, 16 mmol) and DIPEA (4.14 g, 32 mmol) in CH2Cl2 (32 mL) over 2 hours at 0 C under N2 atmosphere. After addition was complete, the mixture was refluxed for 1 hour and then cooled to ambient temperature. The mixture was washed with aq. KHSO4, brine, dried over Na2SO4, and concentrated to give 3-fluorobenzyl isocyanate as a yellow liquid (1.34 g, yield 100%), which was used in ... Reactants: BrCc1ccc(Br)nc1, CNCCO, CC#N. Yields the product CN(CCO)Cc1ccc(Br)nc1. RXN SMILES: [Br:1][c:2]1[n:3][cH:4][c:5]([CH2:8][Br:9])[cH:6][cH:7]1.[CH3:10][NH:11][CH2:12][CH2:13][OH:14].[CH3:15][C:16]#[N:17]>>[Br:1][c:2]1[n:3][cH:4][c:5]([CH2:8][N:11]([CH3:10])[CH2:12][CH2:13][OH:14])[cH:6][cH:7]1.